describe an organic reaction: reactants, conditions, products, and yield From a dataset of the Open Reaction Database (ORD), a public repository of structured organic reaction records. Starting materials: [BH4-].[Na+] (sodium borohydride), imine, FC=1C=CC(=C(C1)NS(=O)(=O)C)C (N-(5-fluoro-2-methylphenyl)methanesulfonamide), CC(C)(C)[S@@](=O)[NH-] ((R)-(+)-2-methyl-2-propanesulfinylamide), C1CCOC1 (THF). Conditions: temperature 0 celsius, time 2.5 hour. The product is C(C)(C)(C)[S@@](=O)N[C@H](C)C1=CC(=C(C=C1F)NS(=O)(=O)C)C (N-[4-((1R)-1-{[(R)-tert-Butylsulfinyl]amino}ethyl)-5-fluoro-2-methylphenyl]methanesulfonamide). Reagents/catalysts: [O-]CC.[Ti+4].[O-]CC.[O-]CC.[O-]CC (titanium(IV) ethoxide). Procedure details: To a THF (5 ml) solution of the compound of Example 41 B (1.4 g, 5.5 mmol) and (R)-(+)-2-methyl-2-propanesulfinylamide (1.0 g, 8.26 mmol), titanium(IV) ethoxide (5.0 ml, 21.9 mmol) was added under a nitrogen atmosphere and the mixture was subjected to microwave irradiation at at 70° C. with stirring for 2.5 hours. After imine formation was confirmed with LC-MS (MS (ESI) m/z 347 (M−H)−, 349 (M+H)+), the mixture was cooled to 0° C. and sodium borohydride (707 mg, 18.7 mmol) was added and the react... As a reaction SMILES: [F:1][C:2]1[CH:3]=[CH:4][C:5]([CH3:13])=[C:6]([NH:8][S:9]([CH3:12])(=[O:11])=[O:10])[CH:7]=1.[CH3:14][C:15]([S@:18]([NH-:20])=[O:19])([CH3:17])[CH3:16].[BH4-].[Na+].[CH2:23]1COC[CH2:24]1>[O-]CC.[Ti+4].[O-]CC.[O-]CC.[O-]CC>[C:15]([S@:18]([NH:20][C@@H:23]([C:3]1[C:2]([F:1])=[CH:7][C:6]([NH:8][S:9]([CH3:12])(=[O:11])=[O:10])=[C:5]([CH3:13])[CH:4]=1)[CH3:24])=[O:19])([CH3:17])([CH3:16])[CH3:14] |f:2.3,5.6.7.8.9|. Isolated yield 99.0%.